From a dataset of the Open Reaction Database (ORD), a public repository of structured organic reaction records. describe an organic reaction: reactants, conditions, products, and yield Yields the product CCOC(=O)c1cnc(I)c(Cl)c1. The reactants are CCC#N, CCOC(=O)c1cnc(Cl)c(Cl)c1, CCOC(=O)c1cncc(Cl)c1, [I-], C[Si](C)(C)I, [Na+]. As a reaction SMILES: [C:33](#[N:34])[CH2:35][CH3:36].[Cl:1][c:2]1[cH:3][c:4]([C:9](=[O:10])[O:11][CH2:12][CH3:13])[cH:5][n:6][c:7]1[Cl:8].[Cl:21][c:22]1[cH:23][c:24]([C:25]([O:26][CH2:27][CH3:28])=[O:29])[cH:30][n:31][cH:32]1.[I-:15].[I:16][Si:17]([CH3:18])([CH3:19])[CH3:20].[Na+:14]>>[Cl:1][c:2]1[cH:3][c:4]([C:9](=[O:10])[O:11][CH2:12][CH3:13])[cH:5][n:6][c:7]1[I:16].